Dataset: the Open Reaction Database (ORD), a public repository of structured organic reaction records. Task: describe an organic reaction: reactants, conditions, products, and yield Starting materials: CC(=O)OCC(=O)C1(O)C(C)CC2C3CCC4=CC(=O)C=CC4(C)C3=CCC21C, CC(=O)OCC(=O)C1C(C)CC2C3CCC4=CC(=O)CCC4(C)C3=CCC21C. The product is CC1CC2C3CCC4=CC(=O)C=CC4(C)C3=CCC2(C)C1(O)C(=O)CO. As a reaction SMILES: [C:1](=[O:2])([CH3:3])[O:4][CH2:5][C:6](=[O:7])[C:8]1([OH:29])[CH:9]([CH3:28])[CH2:10][CH:11]2[CH:12]3[CH2:13][CH2:14][C:15]4=[CH:16][C:17](=[O:27])[CH:18]=[CH:19][C:20]4([CH3:26])[C:21]3=[CH:22][CH2:23][C:24]12[CH3:25].[C:30]([O:31][CH2:32][C:33](=[O:34])[CH:35]1[C:36]2([CH3:37])[CH:38]([CH:39]3[C:40](=[CH:41][CH2:42]2)[C:43]2([CH3:44])[C:45](=[CH:46][C:47](=[O:48])[CH2:49][CH2:50]2)[CH2:51][CH2:52]3)[CH2:53][CH:54]1[CH3:55])(=[O:56])[CH3:57]>>[OH:4][CH2:5][C:6](=[O:7])[C:8]1([OH:29])[CH:9]([CH3:28])[CH2:10][CH:11]2[CH:12]3[CH2:13][CH2:14][C:15]4=[CH:16][C:17](=[O:27])[CH:18]=[CH:19][C:20]4([CH3:26])[C:21]3=[CH:22][CH2:23][C:24]12[CH3:25]. Starting materials: [OH-].[Na+] (sodium hydroxide), ClCC(=O)NC1=C(C(=O)O)C=CC=C1 (2-chloroacetamidobenzoic acid). Solvent: O (water), C(C)(C)O (isopropanol), O (water). Reaction conditions: temperature 80 celsius. Yields the product N1C(COC(C2=C1C=CC=C2)=O)=O (4,1-Benzoxazepin-2,5-dione). Yield: 87.0%. As a reaction SMILES: [OH-].[Na+].Cl[CH2:4][C:5]([NH:7][C:8]1[CH:16]=[CH:15][CH:14]=[CH:13][C:9]=1[C:10]([OH:12])=[O:11])=[O:6]>O.C(O)(C)C>[NH:7]1[C:8]2[CH:16]=[CH:15][CH:14]=[CH:13][C:9]=2[C:10](=[O:12])[O:11][CH2:4][C:5]1=[O:6] |f:0.1|. Procedure details: A solution of sodium hydroxide (2 g, 50 mole) in water (12 ml) was added to a stirred slurry of 2-chloroacetamidobenzoic acid (10.3 g, 48 mmole) in isopropanol (22.5 ml) and water (87.5 ml). The mixture was stirred until a solution formed and then heated at 80° C. for 4 hours. The solution was cooled to 0° C. and the crystalline solid collected, washed with water and dried in vacuo at 50° C. to give the product (7.4 g, 87%), m.p. 200°-201° C. The reactants are C[Si](C)(C)[N-][Si](C)(C)C.[Li+] (Lithium bis(trimethylsilyl)amide), BrCCC=C (4-bromo-1-butene), O (water), C[Si](C)(C)[N-][Si](C)(C)C.[Li+] (Lithium bis(trimethylsilyl)amide), BrCCC=C (4-Bromo-1-butene), C[Si](C)(C)[N-][Si](C)(C)C.[Li+] (Lithium bis(trimethylsilyl)amide), COC(CC1=CC(=CC=C1)F)=O ((3-Fluoro-phenyl)-acetic acid methyl ester), BrCCC=C (4-Bromo-but-1-ene). Run in O1CCCC1 (tetrahydrofuran). Reaction conditions: temperature -78 celsius, time 30 minute. Product: COC(C(CCC=C)(C1=CC(=CC=C1)F)CCC=C)=O (2-But-3-enyl-2-(3-fluoro-phenyl)-hex-5-enoic acid methyl ester). As a reaction SMILES: [CH3:1][O:2][C:3](=[O:12])[CH2:4][C:5]1[CH:10]=[CH:9][CH:8]=[C:7]([F:11])[CH:6]=1.C[Si]([N-][Si](C)(C)C)(C)C.[Li+].Br[CH2:24][CH2:25][CH:26]=[CH2:27].O>O1CCCC1>[CH3:1][O:2][C:3](=[O:12])[C:4]([CH2:6][CH2:5][CH:4]=[CH2:3])([C:5]1[CH:10]=[CH:9][CH:8]=[C:7]([F:11])[CH:6]=1)[CH2:24][CH2:25][CH:26]=[CH2:27] |f:1.2|. Procedure details: (3-Fluoro-phenyl)-acetic acid methyl ester (4.30 g) was dissolved in tetrahydrofuran (20 mL) and cooled to −78° C. Lithium bis(trimethylsilyl)amide (25.6 mL, 1M THF solution) was added and the solution was stirred for 30 minutes. 4-Bromo-but-1-ene (2.60 mL) was added and the reaction contents were allowed to warm to room temperature and stir for an hour. The reaction mixture was again cooled to −78° C. Lithium bis(trimethylsilyl)amide (25.6 mL, 1M THF solution) was added and the solution was sti... Reactants: C(#N)C=1C=C(C=CC1F)C1=NOC(C1)(C(=O)OC)CNS(=O)(=O)C (3-(3-cyano-4-fluorophenyl)-5-(methylsulfonylaminomethyl)-5-(carbomethoxy)isoxazoline), [Li+].[OH-] (LiOH). Run in C1CCOC1 (THF). Run at time 0.5 hour. Yields the product C(#N)C=1C=C(C=CC1F)C1=NOC(C1)(C(=O)O)CNS(=O)(=O)C (3-(3-cyano-4-fluorophenyl)-5-(methylsulfonylaminomethyl)-5-(hydroxycarbonyl)isoxazoline). As a reaction SMILES: [C:1]([C:3]1[CH:4]=[C:5]([C:10]2[CH2:14][C:13]([CH2:19][NH:20][S:21]([CH3:24])(=[O:23])=[O:22])([C:15]([O:17]C)=[O:16])[O:12][N:11]=2)[CH:6]=[CH:7][C:8]=1[F:9])#[N:2].[Li+].[OH-]>C1COCC1>[C:1]([C:3]1[CH:4]=[C:5]([C:10]2[CH2:14][C:13]([CH2:19][NH:20][S:21]([CH3:24])(=[O:22])=[O:23])([C:15]([OH:17])=[O:16])[O:12][N:11]=2)[CH:6]=[CH:7][C:8]=1[F:9])#[N:2] |f:1.2|. Procedure details: To a solution of 3-(3-cyano-4-fluorophenyl)-5-(methylsulfonylaminomethyl)-5-(carbomethoxy)isoxazoline (1.13 g) in THF (50 mL) was added LiOH (3.50 mL of 1N aqueous solution). The mixture was stirred at RT under N2 for ½ h. The solvent was removed, the resulting material was diluted with water and acidified with concentrated HCl. It was then extracted with EtOAc, and the organic solution was dried over MgSO4 and concentrated to a light yellow foam (0.98 g). 1H NMR (DMSO-d6) δ 8.17 (m, 2H), 7.56 (... The reactants are Br, CC(=O)O, COc1ccc2cc(-c3csc(-c4ccccc4)n3)ccc2c1. Yields the product Oc1ccc2cc(-c3csc(-c4ccccc4)n3)ccc2c1. Reaction SMILES: [BrH:24].[C:25]([OH:26])(=[O:27])[CH3:28].[CH3:1][O:2][c:3]1[cH:4][c:5]2[cH:6][cH:7][c:8](-[c:13]3[n:14][c:15](-[c:18]4[cH:19][cH:20][cH:21][cH:22][cH:23]4)[s:16][cH:17]3)[cH:9][c:10]2[cH:11][cH:12]1>>[OH:2][c:3]1[cH:4][c:5]2[cH:6][cH:7][c:8](-[c:13]3[n:14][c:15](-[c:18]4[cH:19][cH:20][cH:21][cH:22][cH:23]4)[s:16][cH:17]3)[cH:9][c:10]2[cH:11][cH:12]1. Starting materials: FC(C=1C=C(CNC(C2=CC(=NC=C2)C2=C(C=CC(=C2)N2CCCCC2)NC(C2(NC=CC=C2)CCl)=O)=O)C=CC1)(F)F (N-(3-(trifluoromethyl)benzyl)-2-(2-(2-(chloromethyl)picolinamido)-5-(piperidin-1-yl)phenyl)isonicotinamide), CN (methylamine). The solvent is ClCCl (dichloromethane). Conditions: temperature 25 celsius, time 48 hour. Yields the product FC(C=1C=C(CNC(C2=CC(=NC=C2)C2=C(C=CC(=C2)N2CCCCC2)NC(C2(NC=CC=C2)CNC)=O)=O)C=CC1)(F)F (N-(3-(trifluoromethyl)benzyl)-2-(2-(2-((methylamino)methyl)-picolinamido)-5-(piperidin-1-yl)phenyl)isonicotinamide). Isolated yield 74.0%. As a reaction SMILES: [F:1][C:2]([F:43])([F:42])[C:3]1[CH:4]=[C:5]([CH:39]=[CH:40][CH:41]=1)[CH2:6][NH:7][C:8](=[O:38])[C:9]1[CH:14]=[CH:13][N:12]=[C:11]([C:15]2[CH:20]=[C:19]([N:21]3[CH2:26][CH2:25][CH2:24][CH2:23][CH2:22]3)[CH:18]=[CH:17][C:16]=2[NH:27][C:28](=[O:37])[C:29]2([CH2:35]Cl)[CH:34]=[CH:33][CH:32]=[CH:31][NH:30]2)[CH:10]=1.[CH3:44][NH2:45]>ClCCl>[F:1][C:2]([F:43])([F:42])[C:3]1[CH:4]=[C:5]([CH:39]=[CH:40][CH:41]=1)[CH2:6][NH:7][C:8](=[O:38])[C:9]1[CH:14]=[CH:13][N:12]=[C:11]([C:15]2[CH:20]=[C:19]([N:21]3[CH2:26][CH2:25][CH2:24][CH2:23][CH2:22]3)[CH:18]=[CH:17][C:16]=2[NH:27][C:28](=[O:37])[C:29]2([CH2:35][NH:45][CH3:44])[CH:34]=[CH:33][CH:32]=[CH:31][NH:30]2)[CH:10]=1. Procedure details: Into a 10-mL vial, was placed a solution of N-(3-(trifluoromethyl)benzyl)-2-(2-(2-(chloromethyl)picolinamido)-5-(piperidin-1-yl)phenyl)isonicotinamide (150 mg, 0.25 mmol, 1.00 equiv) in dichloromethane (5 mL), methylamine (2 mL). The resulting solution was stirred for 48 h at 25° C. in an oil bath. The reaction progress was monitored by LCMS. The resulting mixture was concentrated under vacuum. The residue was applied onto a silica gel column and eluted with ethyl acetate/petroleum ether (1:10-1...